Dataset: the Open Reaction Database (ORD), a public repository of structured organic reaction records. Task: describe an organic reaction: reactants, conditions, products, and yield The reactants are C(C1=CC=CC=C1)N1C(CC(C1)OS(=O)(=O)C1=CC=C(C=C1)C)=O (1-benzyl-4-(p-toluenesulphonyloxy)-2-pyrrolidinone), CN(C)C=O (DMF), N1C(=CC2=CC=CC=C12)C(=O)OCC (ethyl indole-2-carboxylate), [H-].[Na+] (sodium hydride), CN(C)C=O (DMF), CN(C)C=O (DMF), Cl (hydrochloric acid). Run at temperature 60 celsius, time 0.5 hour. Procedure: A solution of 66.2 g of ethyl indole-2-carboxylate in 350 ml of DMF was added to a suspension of 12 g of sodium hydride (80% dispersion in mineral oil) in 80 ml of DMF. After stirring for 0.5 hour under a nitrogen atmosphere the solution obtained was treated with a solution of 115 g of 1-benzyl-4-(p-toluenesulphonyloxy)-2-pyrrolidinone in 500 ml of DMF. After completion of the addition the mixture was heated to 60° C. for 0.75 hour and then at 70° C. for 1 hour. The solution obtained was cooled ... Yields the product C(C1=CC=CC=C1)N1CC(CC1=O)CN1C(=CC2=CC=CC=C12)C(=O)OCC (ethyl 1-[(1-benzyl-5-oxo-3-pyrrolidinyl)methyl]-2-indolecarboxylate). Reaction SMILES: [NH:1]1[C:9]2[C:4](=[CH:5][CH:6]=[CH:7][CH:8]=2)[CH:3]=[C:2]1[C:10]([O:12][CH2:13][CH3:14])=[O:11].[H-].[Na+].[CH2:17]([N:24]1[CH2:28][CH:27](OS(C2C=CC(C)=CC=2)(=O)=O)[CH2:26][C:25]1=[O:40])[C:18]1[CH:23]=[CH:22][CH:21]=[CH:20][CH:19]=1.Cl.[CH3:42]N(C=O)C>O>[CH2:17]([N:24]1[C:25](=[O:40])[CH2:26][CH:27]([CH2:42][N:1]2[C:9]3[C:4](=[CH:5][CH:6]=[CH:7][CH:8]=3)[CH:3]=[C:2]2[C:10]([O:12][CH2:13][CH3:14])=[O:11])[CH2:28]1)[C:18]1[CH:19]=[CH:20][CH:21]=[CH:22][CH:23]=1 |f:1.2|. The solvent is O (water). Reactants: CCOC(=O)CCc1ccc(OCC=C(c2ccc(Br)cc2)c2ccc(Br)cc2)cc1, Cc1ccccc1, CCO, [Na+], [OH-]. The product is O=C(O)CCc1ccc(OCC=C(c2ccc(Br)cc2)c2ccc(Br)cc2)cc1. RXN SMILES: [CH2:1]([CH3:2])[O:3][C:4]([CH2:5][CH2:6][c:7]1[cH:8][cH:9][c:10]([O:13][CH2:14][CH:15]=[C:16]([c:17]2[cH:18][cH:19][c:20]([Br:23])[cH:21][cH:22]2)[c:24]2[cH:25][cH:26][c:27]([Br:30])[cH:28][cH:29]2)[cH:11][cH:12]1)=[O:31].[CH3:34][c:35]1[cH:36][cH:37][cH:38][cH:39][cH:40]1.[CH3:41][CH2:42][OH:43].[Na+:33].[OH-:32]>>[O:3]=[C:4]([CH2:5][CH2:6][c:7]1[cH:8][cH:9][c:10]([O:13][CH2:14][CH:15]=[C:16]([c:17]2[cH:18][cH:19][c:20]([Br:23])[cH:21][cH:22]2)[c:24]2[cH:25][cH:26][c:27]([Br:30])[cH:28][cH:29]2)[cH:11][cH:12]1)[OH:31]. The reactants are CCNC(=O)NC(=O)CC#N, CC(C)=O, CC(=O)O, CC(=O)[O-], CCO, [H][H], [NH4+]. The product is CCNC(=O)NC(=O)C(C#N)C(C)C. Reaction SMILES: [C:1](#[N:2])[CH2:3][C:4](=[O:5])[NH:6][C:7](=[O:8])[NH:9][CH2:10][CH3:11].[CH3:12][C:13]([CH3:14])=[O:15].[CH3:16][C:17](=[O:18])[OH:19].[CH3:21][C:22](=[O:23])[O-:24].[CH3:27][CH2:28][OH:29].[H:25][H:26].[NH4+:20]>>[C:1](#[N:2])[CH:3]([C:4](=[O:5])[NH:6][C:7](=[O:8])[NH:9][CH2:10][CH3:11])[CH:13]([CH3:12])[CH3:14]. The reactants are C(C)(C)(C)OC(=O)NC=1C(=CSC1)C(=O)NC1=CC=CC=C1 (4-(tert-butoxycarbonylamino)-N-phenylthiophene-3-carboxamide), C(=O)(C(F)(F)F)O (TFA). The solvent is C(Cl)Cl (CH2Cl2). Product: NC=1C(=CSC1)C(=O)NC1=CC=CC=C1 (4-amino-N-phenylthiophene-3-carboxamide). The yield is 102.3%. RXN SMILES: C(OC([NH:8][C:9]1[C:10]([C:14]([NH:16][C:17]2[CH:22]=[CH:21][CH:20]=[CH:19][CH:18]=2)=[O:15])=[CH:11][S:12][CH:13]=1)=O)(C)(C)C.C(O)(C(F)(F)F)=O>C(Cl)Cl>[NH2:8][C:9]1[C:10]([C:14]([NH:16][C:17]2[CH:18]=[CH:19][CH:20]=[CH:21][CH:22]=2)=[O:15])=[CH:11][S:12][CH:13]=1. Procedure: 4-(tert-butoxycarbonylamino)-N-phenylthiophene-3-carboxamide (300 mg, 0.94 mmol) in CH2Cl2 (3 ml) was treated with TFA (0.36 ml, 4.71 mmol) at room temperature for 2.5 hours. The solvent was evaporated, the residue was dissolved in methanol/HCl, ether was added to the solution, the precipitate was recovered to give title compound (210 mg, 87%) which was used as is in the next step. Starting materials: [Cl-], CC(C)C(Nc1ccc(Cl)cc1)C(=O)O, CCCN1C(=O)N(CO)C(=O)C1C. Product: CCCN1C(=O)N(COC(=O)C(Nc2ccc(Cl)cc2)C(C)C)C(=O)C1C. As a reaction SMILES: [Cl-:14].[Cl:15][c:16]1[cH:17][cH:18][c:19]([NH:22][CH:23]([C:24](=[O:25])[OH:26])[CH:27]([CH3:28])[CH3:29])[cH:20][cH:21]1.[O:1]=[C:2]1[N:3]([CH2:11][CH2:12][CH3:13])[CH:4]([CH3:10])[C:5](=[O:9])[N:6]1[CH2:7][OH:8]>>[O:1]=[C:2]1[N:3]([CH2:11][CH2:12][CH3:13])[CH:4]([CH3:10])[C:5](=[O:9])[N:6]1[CH2:7][O:8][C:24]([CH:23]([NH:22][c:19]1[cH:18][cH:17][c:16]([Cl:15])[cH:21][cH:20]1)[CH:27]([CH3:28])[CH3:29])=[O:25]. The reactants are ClC=1C2=C(N=C(N1)N1CCN(CC1)C1=CC=C(C=C1)O)CCS2 (4-[4-(4-chloro-6,7-dihydrothieno[3,2-d]pyrimidin-2-yl)piperazin-1-yl]phenol), [N-]=[N+]=[N-].[Na+] (sodium azide). The solvent is CN(C=O)C (dimethylformamide). Reaction conditions: temperature 100 celsius, time 4.5 hour. Yields the product N(=[N+]=[N-])C=1C2=C(N=C(N1)N1CCN(CC1)C1=CC=C(C=C1)O)CCS2 (4-[4-(4-azido-6,7-dihydrothieno[3,2-d]pyrimidin-2-yl)piperazin-1-yl]phenol). The yield is 81.8%. RXN SMILES: Cl[C:2]1[C:3]2[S:23][CH2:22][CH2:21][C:4]=2[N:5]=[C:6]([N:8]2[CH2:13][CH2:12][N:11]([C:14]3[CH:19]=[CH:18][C:17]([OH:20])=[CH:16][CH:15]=3)[CH2:10][CH2:9]2)[N:7]=1.[N-:24]=[N+:25]=[N-:26].[Na+]>CN(C)C=O>[N:24]([C:2]1[C:3]2[S:23][CH2:22][CH2:21][C:4]=2[N:5]=[C:6]([N:8]2[CH2:13][CH2:12][N:11]([C:14]3[CH:19]=[CH:18][C:17]([OH:20])=[CH:16][CH:15]=3)[CH2:10][CH2:9]2)[N:7]=1)=[N+:25]=[N-:26] |f:1.2|. Procedure details: 1.18 g (2.75 mmol) of 4-[4-(4-chloro-6,7-dihydrothieno[3,2-d]pyrimidin-2-yl)piperazin-1-yl]phenol (III) is placed in 25 mL of dimethylformamide, and 1.20 g (18.46 mmol) of sodium azide is added. The reaction mixture is stirred for 4.5 hours at 100° C. Then it is concentrated by evaporation, and the residue is cooled in the ice bath and combined with water. The precipitate formed is suction filtered, washed, and dried. 0.800 g of product IV is obtained and used further as a crude product. Procedure: A stirred mixture of 40 g. of cuprous cyanide and 99 g. (0.29 mole) of methyl 3-(4-bromophenyl)benzofuran-5-acetate in 30 ml. of pyridine is heated at 160°-175° C. under a nitrogen atmosphere for 20 hours, cooled to about 100° C., and then a solution of 200 g. of ferric chloride, 100 ml. of concentrated hydrochloric acid and 200 ml. of ice water is added. To this mixture is added 300 ml. of chloroform, and stirring is continued for one hour. The solid is separated by filtration and washed with c... As a reaction SMILES: Br[C:2]1[CH:7]=[CH:6][C:5]([C:8]2[C:12]3[CH:13]=[C:14]([CH2:17][C:18]([O:20][CH3:21])=[O:19])[CH:15]=[CH:16][C:11]=3[O:10][CH:9]=2)=[CH:4][CH:3]=1.[N:22]1C=CC=C[CH:23]=1.Cl>C(Cl)(Cl)Cl>[C:23]([C:2]1[CH:7]=[CH:6][C:5]([C:8]2[C:12]3[CH:13]=[C:14]([CH2:17][C:18]([O:20][CH3:21])=[O:19])[CH:15]=[CH:16][C:11]=3[O:10][CH:9]=2)=[CH:4][CH:3]=1)#[N:22]. The reactants are Cl (hydrochloric acid), cuprous cyanide, ferric chloride, BrC1=CC=C(C=C1)C1=COC2=C1C=C(C=C2)CC(=O)OC (methyl 3-(4-bromophenyl)benzofuran-5-acetate), N1=CC=CC=C1 (pyridine), ice water. The solvent is C(Cl)(Cl)Cl (chloroform). Run at temperature 100 celsius, time 1 hour. Yields the product C(#N)C1=CC=C(C=C1)C1=COC2=C1C=C(C=C2)CC(=O)OC (methyl 3-(4-cyanophenyl)-benzofuran-5-acetate).